Dataset: the Open Reaction Database (ORD), a public repository of structured organic reaction records. Task: describe an organic reaction: reactants, conditions, products, and yield Starting materials: C1(CC1)N1C(N(C=2C(C1=O)=C(N(C(C2C)=O)C)NC2=C(C=C(C=C2)C#C[Si](C)(C)C)F)C=2C=C(C=CC2)NC(C)=O)=O (N-{3-[3-cyclopropyl-5-(2-fluoro-4-trimethylsilanylethynylphenylamino)-6,8-dimethyl-2,4,7-trioxo-3,4,6,7-tetrahydro-2H-pyrido[4,3-d]pyrimidin-1-yl]phenyl}acetamide), C([O-])([O-])=O.[K+].[K+] (potassium carbonate), CO.CN(C=O)C (methanol N,N-dimethylformamide), Cl (hydrochloric acid). The solvent is O (water). Run at time 20 hour. Yields the product C1(CC1)N1C(N(C=2C(C1=O)=C(N(C(C2C)=O)C)NC2=C(C=C(C=C2)C#C)F)C=2C=C(C=CC2)NC(C)=O)=O (N-{3-[3-cyclopropyl-5-(4-ethynyl-2-fluorophenylamino)-6,8-dimethyl-2,4,7-trioxo-3,4,6,7-tetrahydro-2H-pyrido[4,3-d]pyrimidin-1-yl]phenyl}acetamide). Yield: 93.0%. Reaction SMILES: [CH:1]1([N:4]2[C:9](=[O:10])[C:8]3=[C:11]([NH:18][C:19]4[CH:24]=[CH:23][C:22]([C:25]#[C:26][Si](C)(C)C)=[CH:21][C:20]=4[F:31])[N:12]([CH3:17])[C:13](=[O:16])[C:14]([CH3:15])=[C:7]3[N:6]([C:32]3[CH:33]=[C:34]([NH:38][C:39](=[O:41])[CH3:40])[CH:35]=[CH:36][CH:37]=3)[C:5]2=[O:42])[CH2:3][CH2:2]1.C(=O)([O-])[O-].[K+].[K+].CO.CN(C)C=O.Cl>O>[CH:1]1([N:4]2[C:9](=[O:10])[C:8]3=[C:11]([NH:18][C:19]4[CH:24]=[CH:23][C:22]([C:25]#[CH:26])=[CH:21][C:20]=4[F:31])[N:12]([CH3:17])[C:13](=[O:16])[C:14]([CH3:15])=[C:7]3[N:6]([C:32]3[CH:33]=[C:34]([NH:38][C:39](=[O:41])[CH3:40])[CH:35]=[CH:36][CH:37]=3)[C:5]2=[O:42])[CH2:2][CH2:3]1 |f:1.2.3,4.5|. Procedure: To N-{3-[3-cyclopropyl-5-(2-fluoro-4-trimethylsilanylethynylphenylamino)-6,8-dimethyl-2,4,7-trioxo-3,4,6,7-tetrahydro-2H-pyrido[4,3-d]pyrimidin-1-yl]phenyl}acetamide 61 (1.00 g) obtained in Step 2 and potassium carbonate (236 mg) was added methanol/N,N-dimethylformamide [1:1 (volume ratio), 10.0 ml], and the mixture was stirred at room temperature for 20 hrs. The mixture was neutralized with 2N hydrochloric acid, water (10.0 ml) was added, and the mixture was stirred at room temperature for 1 hr...